This data is from the Open Reaction Database (ORD), a public repository of structured organic reaction records. The task is: describe an organic reaction: reactants, conditions, products, and yield Reactants: [Cl-].[NH4+] (ammonium chloride), Cl[Mg]CCC1=CC=CC=C1 (chloro(2-phenylethyl)magnesium), C(=O)C=1N=C(SC1)C1CCN(CC1)C(=O)OC(C)(C)C (tert-butyl 4-(4-formyl-1,3-thiazol-2-yl)piperidine-1-carboxylate), Cl[Mg]CCC1=CC=CC=C1 (chloro(2-phenylethyl)magnesium). Solvent: O1CCCC1 (tetrahydrofuran). Run at temperature -78 celsius, time 1 hour. Yields the product OC(CCC1=CC=CC=C1)C=1N=C(SC1)C1CCN(CC1)C(=O)OC(C)(C)C (tert-Butyl 4-[4-(1-hydroxy-3-phenylpropyl)-1,3-thiazol-2-yl]piperidine-1-carboxylate). RXN SMILES: Cl[Mg][CH2:3][CH2:4][C:5]1[CH:10]=[CH:9][CH:8]=[CH:7][CH:6]=1.[CH:11]([C:13]1[N:14]=[C:15]([CH:18]2[CH2:23][CH2:22][N:21]([C:24]([O:26][C:27]([CH3:30])([CH3:29])[CH3:28])=[O:25])[CH2:20][CH2:19]2)[S:16][CH:17]=1)=[O:12].[Cl-].[NH4+]>O1CCCC1>[OH:12][CH:11]([C:13]1[N:14]=[C:15]([CH:18]2[CH2:19][CH2:20][N:21]([C:24]([O:26][C:27]([CH3:30])([CH3:29])[CH3:28])=[O:25])[CH2:22][CH2:23]2)[S:16][CH:17]=1)[CH2:3][CH2:4][C:5]1[CH:10]=[CH:9][CH:8]=[CH:7][CH:6]=1 |f:2.3|. Reported procedure: Under an argon atmosphere and at −78° C., chloro(2-phenylethyl)magnesium (1M in diethyl ether, 3.77 ml) was added dropwise to a solution of tert-butyl 4-(4-formyl-1,3-thiazol-2-yl)piperidine-1-carboxylate (1.0 g) in tetrahydrofuran (10 ml). The reaction mixture was stirred at −78° C. for one hour, and more chloro(2-phenylethyl)magnesium (3M in diethyl ether, 0.20 ml) was then added dropwise. The reaction mixture was then stirred for 20 minutes. Saturated ammonium chloride solution was then added... Reactants: CONC (N-methoxy-N-methylamine), 26.8, N(=C=O)C1=CC=C(OC=2C=CC3=C(C=NS3)C2)C=C1 (5-(4'-isocyanatophenoxy)-benzisothiazole), C(C)OCC (diethyl ether). Reaction conditions: time 12 hour. Product: CON(C(=O)NC)C1=CC=C(OC=2C=CC3=C(C=NS3)C2)C=C1 (5-(4'-(N-methoxy-N-methylaminocarbonylamino)-phenoxy)-benzisothiazole). Yield: 82.0%. Reaction SMILES: CO[NH:3][CH3:4].[N:5]([C:8]1[CH:23]=[CH:22][C:11]([O:12][C:13]2[CH:14]=[CH:15][C:16]3[S:20][N:19]=[CH:18][C:17]=3[CH:21]=2)=[CH:10][CH:9]=1)=[C:6]=[O:7].C([O:26][CH2:27]C)C>>[CH3:27][O:26][N:5]([C:8]1[CH:23]=[CH:22][C:11]([O:12][C:13]2[CH:14]=[CH:15][C:16]3[S:20][N:19]=[CH:18][C:17]=3[CH:21]=2)=[CH:10][CH:9]=1)[C:6]([NH:3][CH3:4])=[O:7]. Procedure details: 6.1 parts of N-methoxy-N-methylamine were added to a solution of 26.8 parts of 5-(4'-isocyanatophenoxy)-benzisothiazole in 300 parts of diethyl ether at from 20° to 30° C., the mixture was stirred for 12 hours at this temperature and then evaporated down, and the residue was triturated in about 50 parts of diethyl ether, isolated and dried. 26 g (82% of theory) of 5-(4'-(N-methoxy-N-methylaminocarbonylamino)-phenoxy)-benzisothiazole of melting point 108° C. were obtained. The reactants are OC1=C(C=C(OCC#N)C=C1)[N+](=O)[O-] ((4-hydroxy-3-nitro-phenoxy)-acetonitrile), CN(C=O)C (N,N-dimethylformamide), C([O-])([O-])=O.[K+].[K+] (potassium carbonate), C(C1=CC=CC=C1)Br (benzyl bromide). Run in C(C)(=O)OCC (ethyl acetate). Reaction conditions: temperature 70 celsius, time 22 hour. Yields the product C(C1=CC=CC=C1)OC1=C(C=C(OCC#N)C=C1)[N+](=O)[O-] ((4-benzyloxy-3-nitro-phenoxy)-acetonitrile). The yield is 80.4%. As a reaction SMILES: [OH:1][C:2]1[CH:11]=[CH:10][C:5]([O:6][CH2:7][C:8]#[N:9])=[CH:4][C:3]=1[N+:12]([O-:14])=[O:13].CN(C)C=O.C(=O)([O-])[O-].[K+].[K+].[CH2:26](Br)[C:27]1[CH:32]=[CH:31][CH:30]=[CH:29][CH:28]=1>C(OCC)(=O)C>[CH2:26]([O:1][C:2]1[CH:11]=[CH:10][C:5]([O:6][CH2:7][C:8]#[N:9])=[CH:4][C:3]=1[N+:12]([O-:14])=[O:13])[C:27]1[CH:32]=[CH:31][CH:30]=[CH:29][CH:28]=1 |f:2.3.4|. Reported procedure: A heterogeneous mixture of 6.0 g of (4-hydroxy-3-nitro-phenoxy)-acetonitrile, 50 ml N,N-dimethylformamide, 12.8 g of potassium carbonate, and 5.8 g of benzyl bromide was heated with stirring at 70° C. for 22 hours. The mixture was cooled to room temperature, poured into ethyl acetate, washed with water, washed with 1N sodium hydroxide, again with water, dried (MgSO4), evaporated, and obtained 7.06 g of (4-benzyloxy-3-nitro-phenoxy)-acetonitrile as a tan solid.